This data is from the Open Reaction Database (ORD), a public repository of structured organic reaction records. The task is: describe an organic reaction: reactants, conditions, products, and yield Reactants: CNC, CCO, CN1CC(CCCl)Oc2ccccc2C1=S. The product is CN(C)CCC1CN(C)C(=S)c2ccccc2O1, Cl. Reaction SMILES: [CH3:1][NH:2][CH3:3].[CH3:20][CH2:21][OH:22].[Cl:4][CH2:5][CH2:6][CH:7]1[O:8][c:9]2[c:10]([cH:16][cH:17][cH:18][cH:19]2)[C:11](=[S:15])[N:12]([CH3:14])[CH2:13]1>>[CH3:1][N:2]([CH3:3])[CH2:5][CH2:6][CH:7]1[O:8][c:9]2[c:10]([cH:16][cH:17][cH:18][cH:19]2)[C:11](=[S:15])[N:12]([CH3:14])[CH2:13]1.[ClH:4].